Dataset: the Open Reaction Database (ORD), a public repository of structured organic reaction records. Task: describe an organic reaction: reactants, conditions, products, and yield Starting materials: OC1=CC(=C(C=O)C=C1)OC (4-hydroxy-2-methoxy-benzaldehyde), ClC=1C=C(C(=N)NO)C=C(C1O)OC (3-chloro-4,N-dihydroxy-5-methoxy-benzamidine). The product is OC1=CC(=C(C(=N)NO)C=C1)OC (4,N-Dihydroxy-2-methoxy-benzamidine). As a reaction SMILES: [OH:1][C:2]1C=CC(C=O)=C(OC)C=1.Cl[C:13]1[CH:14]=[C:15]([CH:20]=[C:21](OC)[C:22]=1[OH:23])[C:16]([NH:18][OH:19])=[NH:17]>>[OH:23][C:22]1[CH:13]=[CH:14][C:15]([C:16]([NH:18][OH:19])=[NH:17])=[C:20]([O:1][CH3:2])[CH:21]=1. Procedure: The title compound is prepared form commercially available 4-hydroxy-2-methoxy-benzaldehyde in analogy to 3-chloro-4,N-dihydroxy-5-methoxy-benzamidine; LC-MS: tR=0.42 min; [M+1]+=183.04. As a reaction SMILES: [Br:4][c:5]1[cH:6][c:7]([F:16])[c:8]([O:14][CH3:15])[c:9]([F:13])[c:10]1[CH:11]=[O:12].[ClH:1].[NH2:2][OH:3].[O:17]=[CH:18][N:19]([CH3:20])[CH3:21]>>[N:2]#[C:11][c:10]1[c:5]([Br:4])[cH:6][c:7]([F:16])[c:8]([O:14][CH3:15])[c:9]1[F:13]. Reactants: COc1c(F)cc(Br)c(C=O)c1F, Cl, NO, CN(C)C=O. Product: COc1c(F)cc(Br)c(C#N)c1F. Procedure: 8-Azaguanine was persilylated first using the procedure described for the preparation of compound 9.9. Compound 9.8 (490 mg, 1.03 mmol) was dissolved in 20 mL anhydrous CH3CN, and treated with 10 mL CH3CN solution of persilylated 8-azaguanine base (392.9 mg, 1.03 mmol), followed by addition of SnCl4 (1M solution in CH2Cl2) (3 mL, 3 mmol). The mixture was stirred at r.t. for 24 h, cooled with ice-water and NaHCO3, filtered, and concentrated down under reduced pressure. The residue was subjected t... Yield: 83.0%. Reaction SMILES: [NH:1]1[C:10](=[O:11])[C:9]2[NH:8][N:7]=[N:6][C:5]=2[N:4]=[C:2]1[NH2:3].C(NC1N=C2C(N=CN2[CH:25]2[CH:29]([O:30][C:31](=[O:38])[C:32]3[CH:37]=[CH:36][CH:35]=[CH:34][CH:33]=3)[CH2:28][CH:27]([CH:39]=[CH:40][P:41]([O:46][CH2:47][CH3:48])([O:43][CH2:44][CH3:45])=[O:42])[O:26]2)=C(OC(=O)N(C2C=CC=CC=2)C2C=CC=CC=2)N=1)(=O)C.C(OP(C=CC1CC(C(=O)C2C=CC=CC=2)C(C(=O)C2C=CC=CC=2)O1)(=O)OCC)C.Cl[Sn](Cl)(Cl)Cl.C([O-])(O)=O.[Na+]>CC#N>[NH2:3][C:2]1[NH:1][C:10](=[O:11])[C:9]2[N:8]=[N:7][N:6]([CH:25]3[CH:29]([O:30][C:31](=[O:38])[C:32]4[CH:37]=[CH:36][CH:35]=[CH:34][CH:33]=4)[CH2:28][CH:27]([CH:39]=[CH:40][P:41]([O:43][CH2:44][CH3:45])([O:46][CH2:47][CH3:48])=[O:42])[O:26]3)[C:5]=2[N:4]=1 |f:4.5|. The product is NC=1NC(C2=C(N1)N(N=N2)C2OC(CC2OC(C2=CC=CC=C2)=O)C=CP(=O)(OCC)OCC)=O (Benzoic acid 2-(5-amino-7-oxo-6,7-dihydro-[1,2,3]triazolo[4,5-d]pyrimidin-3-yl)-5-[2-(diethoxy-phosphoryl)-vinyl]-tetrahydro-furan-3-yl ester). Run at time 24 hour. The reactants are persilylated 8-azaguanine, N1C(N)=NC=2N=NNC2C1=O (8-Azaguanine), Cl[Sn](Cl)(Cl)Cl (SnCl4), C(C)OP(OCC)(=O)C=CC1OC(C(C1)C(C1=CC=CC=C1)=O)C(C1=CC=CC=C1)=O ([2-(4,5-Dibenzoyl-tetrahydro-furan-2-yl)-vinyl]-phosphonic acid diethyl ester), C(C)(=O)NC1=NC(=C2N=CN(C2=N1)C1OC(CC1OC(C1=CC=CC=C1)=O)C=CP(=O)(OCC)OCC)OC(N(C1=CC=CC=C1)C1=CC=CC=C1)=O (Benzoic acid 2-(2-acetylamino-6-diphenylcarbamoyloxy-purin-9-yl)-5-[2-(diethoxy-phosphoryl)-vinyl]-tetrahydro-furan-3-yl ester), ice water, C(=O)(O)[O-].[Na+] (NaHCO3). The solvent is CC#N (CH3CN), CC#N (CH3CN). Reported procedure: 3.6 g (0.011 mol) of 1-[4-(tert-butoxycarbonyl)phenyl]-2-cyanoindole was dissolved in 40 ml of acetic acid and 10 ml of 30% hydrogen bromide in acetic acid was added dropwise. After stirring for 10 minutes, the slurry was poured onto 200 g of ice-water, and the resulting precipitate was filtered, washed with water and air-dried, to give 2.8 g (0.0107 mol) of 1-(4-carboxyphenyl)-2-cyanoindole, m.p., 128°-131° C. Isolated yield 97.3%. RXN SMILES: C([O:5][C:6]([C:8]1[CH:13]=[CH:12][C:11]([N:14]2[C:22]3[C:17](=[CH:18][CH:19]=[CH:20][CH:21]=3)[CH:16]=[C:15]2[C:23]#[N:24])=[CH:10][CH:9]=1)=[O:7])(C)(C)C.Br>C(O)(=O)C>[C:6]([C:8]1[CH:13]=[CH:12][C:11]([N:14]2[C:22]3[C:17](=[CH:18][CH:19]=[CH:20][CH:21]=3)[CH:16]=[C:15]2[C:23]#[N:24])=[CH:10][CH:9]=1)([OH:7])=[O:5]. The product is C(=O)(O)C1=CC=C(C=C1)N1C(=CC2=CC=CC=C12)C#N (1-(4-carboxyphenyl)-2-cyanoindole). Solvent: C(C)(=O)O (acetic acid), C(C)(=O)O (acetic acid). Conditions: time 10 minute. The reactants are Br (hydrogen bromide), C(C)(C)(C)OC(=O)C1=CC=C(C=C1)N1C(=CC2=CC=CC=C12)C#N (1-[4-(tert-butoxycarbonyl)phenyl]-2-cyanoindole), ice water. Starting materials: Cl (hydrochloric acid), C1(CCC1)C(=O)Cl (cyclobutanecarboxylic acid chloride), C1(=CC=CC=C1)NN (phenylhydrazine), N1=CC=CC=C1 (pyridine). The solvent is CN(C)C=O (DMF). Conditions: time 1 hour. The product is C1(=CC=CC=C1)NNC(=O)C1CCC1 (Cyclobutanecarboxylic acid N′-phenylhydrazide). As a reaction SMILES: [CH:1]1([C:5](Cl)=[O:6])[CH2:4][CH2:3][CH2:2]1.[C:8]1([NH:14][NH2:15])[CH:13]=[CH:12][CH:11]=[CH:10][CH:9]=1.N1C=CC=CC=1.Cl>CN(C=O)C>[C:8]1([NH:14][NH:15][C:5]([CH:1]2[CH2:4][CH2:3][CH2:2]2)=[O:6])[CH:13]=[CH:12][CH:11]=[CH:10][CH:9]=1. Procedure: 3.54 mL (31.0 mmol) cyclobutanecarboxylic acid chloride were added dropwise at RT to 3.00 mL (30.2 mmol) phenylhydrazine and 4.75 mL (60.0 mmol) pyridine in 30 mL DMF. The mixture was stirred for 1 h at RT and poured onto 200 mL of a 1M hydrochloric acid solution. The precipitated solid was suction filtered, washed with 50 mL water and dried i. vac. The product was extracted with 50 mL ether and suction filtered. The solid was washed with 20 mL ether and dried in the air. Starting materials: P(=O)(O)(O)[O-].[Na+] (sodium dihydrogenphosphate), Cl(=O)[O-].[Na+] (sodium chlorite), OO (hydrogen peroxide), C(=O)O[C@@H]([C@H](CCN1C(C2=CC=CC=C2C1=O)=O)C=O)CCC1=CC=C(C=C1)C(F)(F)F ((1R,2S)-4-(1,3-dioxo-1,3-dihydro-2H-isoindol-2-yl)-2-formyl-1-{2-[4-(trifluoromethyl)phenyl]ethyl}butyl formate). The solvent is O (water), C(C)(=O)OCC (Ethyl acetate), O (water), C(C)#N (acetonitrile). Conditions: time 2 hour. The product is O=C1N(C(C2=CC=CC=C12)=O)CC[C@H](C(=O)O)[C@@H](CCC1=CC=C(C=C1)C(F)(F)F)OC=O ((2S,3R)-2-[2-(1,3-dioxo-1,3-dihydro-2H-isoindol-2-yl)ethyl]-3-(formyloxy)-5-[4-(trifluoromethyl)phenyl]pentanoic acid). As a reaction SMILES: [CH:1]([O:3][C@H:4]([CH2:21][CH2:22][C:23]1[CH:28]=[CH:27][C:26]([C:29]([F:32])([F:31])[F:30])=[CH:25][CH:24]=1)[C@@H:5]([CH:19]=[O:20])[CH2:6][CH2:7][N:8]1[C:16](=[O:17])[C:15]2[C:10](=[CH:11][CH:12]=[CH:13][CH:14]=2)[C:9]1=[O:18])=[O:2].P([O-])(O)(O)=[O:34].[Na+].Cl([O-])=O.[Na+].OO>O.C(OCC)(=O)C.C(#N)C>[O:18]=[C:9]1[C:10]2[C:15](=[CH:14][CH:13]=[CH:12][CH:11]=2)[C:16](=[O:17])[N:8]1[CH2:7][CH2:6][C@@H:5]([C@H:4]([O:3][CH:1]=[O:2])[CH2:21][CH2:22][C:23]1[CH:28]=[CH:27][C:26]([C:29]([F:31])([F:30])[F:32])=[CH:25][CH:24]=1)[C:19]([OH:34])=[O:20] |f:1.2,3.4|. Reported procedure: To a solution of the compound obtained from step g above (0.22 g) in a solvent mixture of acetonitrile:water (3 mL:1 mL) at 0° C., sodium dihydrogenphosphate (0.021 g), sodium chlorite (0.081 g) and hydrogen peroxide (1 mL, 30% in water) were added. The reaction mixture was stirred for 2 hours at room temperature. The solvents were evaporated under reduced pressure to obtain a residue. Ethyl acetate and water were added to the resulting residue. The organic layer was separated, washed with water... The reactants are ClC=C(C(C(C)(C)C)=O)OC1=CC=C(C=C1)F (1-chloro-2-(4-fluorophenoxy)-4,4-dimethyl-penten-3-one), N1C=NC=C1.[Na] (sodium imidazole), C[O-].[Na+] (sodium methylate), N1C=NC=C1 (imidazole). Solvent: C(C)#N (acetonitrile), CO (methanol), C(C)#N (acetonitrile). Yields the product FC1=CC=C(OC(=C)C(C(C)(C)C)=O)C=C1 (2-(4-fluorophenoxy)-4,4-dimethyl-penten-3-one). As a reaction SMILES: Cl[CH:2]=[C:3]([O:10][C:11]1[CH:16]=[CH:15][C:14]([F:17])=[CH:13][CH:12]=1)[C:4](=[O:9])[C:5]([CH3:8])([CH3:7])[CH3:6].N1C=CN=C1.[Na].C[O-].[Na+].N1C=CN=C1>C(#N)C.CO>[F:17][C:14]1[CH:15]=[CH:16][C:11]([O:10][C:3]([C:4](=[O:9])[C:5]([CH3:6])([CH3:7])[CH3:8])=[CH2:2])=[CH:12][CH:13]=1 |f:1.2,3.4,^1:22|. Reported procedure: 256.7 g (1 mol) of 1-chloro-2-(4-fluorophenoxy)-4,4-dimethyl-penten-3-one in 150 ml of acetonitrile were added dropwise to a suspension of 90 g (1 mol) of sodium imidazole, prepared from sodium methylate and imidazole in methanol, in 2,5000 ml of acetonitrile, while stirring. Thereafter, the reaction mixture was heated to the boil for 6 hours. It was allowed to cool to room temperature and was concentrated by distilling off the solvent in vacuo. The residue was taken up in 1,000 ml of ethyl acet...